From a dataset of the Open Reaction Database (ORD), a public repository of structured organic reaction records. describe an organic reaction: reactants, conditions, products, and yield Reactants: CC1CN(c2ccc(F)cc2C(F)(F)F)CCN1S(=O)(=O)c1cccc(Br)c1, [K+], [K+], [K+], NCC1CCCCC1CN, C1COCCO1, O=P([O-])([O-])[O-], c1c[nH]cn1. Product: CC1CN(c2ccc(F)cc2C(F)(F)F)CCN1S(=O)(=O)c1cccc(-n2ccnc2)c1. As a reaction SMILES: [Br:1][c:2]1[cH:3][c:4]([S:8](=[O:9])(=[O:10])[N:11]2[CH:12]([CH3:28])[CH2:13][N:14]([c:17]3[c:18]([C:24]([F:25])([F:26])[F:27])[cH:19][c:20]([F:23])[cH:21][cH:22]3)[CH2:15][CH2:16]2)[cH:5][cH:6][cH:7]1.[K+:44].[K+:45].[K+:46].[NH2:29][CH2:30][CH:31]1[CH2:32][CH2:33][CH2:34][CH2:35][CH:36]1[CH2:37][NH2:38].[O:52]1[CH2:53][CH2:54][O:55][CH2:56][CH2:57]1.[P:39]([O-:40])([O-:41])([O-:42])=[O:43].[nH:47]1[cH:48][n:49][cH:50][cH:51]1>>[c:2]1(-[n:47]2[cH:48][n:49][cH:50][cH:51]2)[cH:3][c:4]([S:8](=[O:9])(=[O:10])[N:11]2[CH:12]([CH3:28])[CH2:13][N:14]([c:17]3[c:18]([C:24]([F:25])([F:26])[F:27])[cH:19][c:20]([F:23])[cH:21][cH:22]3)[CH2:15][CH2:16]2)[cH:5][cH:6][cH:7]1. The reactants are CC(=O)OC(C)=O, CC(=O)O, CCO, NO, N=C(NO)n1c(-c2cccc(-c3ccccc3)c2O)cc2ccccc21. Product: CC(=O)ONC(=N)n1c(-c2cccc(-c3ccccc3)c2O)cc2ccccc21. Reaction SMILES: [CH3:32][C:33]([O:34][C:35](=[O:36])[CH3:37])=[O:38].[CH3:39][C:40](=[O:41])[OH:42].[CH3:3][CH2:4][OH:5].[NH2:1][OH:2].[OH:6][NH:7][C:8](=[NH:9])[n:10]1[c:11](-[c:19]2[c:20]([OH:31])[c:21](-[c:25]3[cH:26][cH:27][cH:28][cH:29][cH:30]3)[cH:22][cH:23][cH:24]2)[cH:12][c:13]2[cH:14][cH:15][cH:16][cH:17][c:18]12>>[CH3:3][C:4](=[O:5])[O:6][NH:7][C:8](=[NH:9])[n:10]1[c:11](-[c:19]2[c:20]([OH:31])[c:21](-[c:25]3[cH:26][cH:27][cH:28][cH:29][cH:30]3)[cH:22][cH:23][cH:24]2)[cH:12][c:13]2[cH:14][cH:15][cH:16][cH:17][c:18]12. Yields the product COc1cccc(C(Oc2ccc3c(cnn3-c3ccc(F)cc3)c2)C(C)NC(=O)c2cocn2)c1. RXN SMILES: [F:1][c:2]1[cH:3][cH:4][c:5](-[n:8]2[n:9][cH:10][c:11]3[cH:12][c:13]([O:17][CH:18]([CH:19]([CH3:20])[NH2:21])[c:22]4[cH:23][c:24]([O:28][CH3:29])[cH:25][cH:26][cH:27]4)[cH:14][cH:15][c:16]23)[cH:6][cH:7]1.[o:30]1[cH:31][n:32][c:33]([C:35](=[O:36])[OH:37])[cH:34]1>>[F:1][c:2]1[cH:3][cH:4][c:5](-[n:8]2[n:9][cH:10][c:11]3[cH:12][c:13]([O:17][CH:18]([CH:19]([CH3:20])[NH:21][C:35]([c:33]4[n:32][cH:31][o:30][cH:34]4)=[O:36])[c:22]4[cH:23][c:24]([O:28][CH3:29])[cH:25][cH:26][cH:27]4)[cH:14][cH:15][c:16]23)[cH:6][cH:7]1. Starting materials: COc1cccc(C(Oc2ccc3c(cnn3-c3ccc(F)cc3)c2)C(C)N)c1, O=C(O)c1cocn1. Reactants: C(C)OC1=C(C=C2C(=C(C(=NC2=C1)C1=CC(=CC=C1)C(F)(F)F)C)C(=O)OC)F (methyl 7-(ethyloxy)-6-fluoro-3-methyl-2-[3-(trifluoromethyl)phenyl]-4-quinolinecarboxylate), C(C)[S-].[Na+] (sodium ethanethiolate), IC (Iodomethane). The solvent is O (water), CS(=O)C (dimethyl sulfoxide). Run at time 8 hour. The product is C(C)OC1=C(C=C2C(=C(C(=NC2=C1)C1=CC(=CC=C1)C(F)(F)F)C)C(=O)OC)SCC (methyl 7-(ethyloxy)-6-(ethylthio)-3-methyl-2-[3-(trifluoromethyl)phenyl]-4-quinolinecarboxylate). As a reaction SMILES: [CH2:1]([O:3][C:4]1[CH:13]=[C:12]2[C:7]([C:8]([C:25]([O:27][CH3:28])=[O:26])=[C:9]([CH3:24])[C:10]([C:14]3[CH:19]=[CH:18][CH:17]=[C:16]([C:20]([F:23])([F:22])[F:21])[CH:15]=3)=[N:11]2)=[CH:6][C:5]=1F)[CH3:2].[CH2:30]([S-:32])[CH3:31].[Na+].IC>CS(C)=O.O>[CH2:1]([O:3][C:4]1[CH:13]=[C:12]2[C:7]([C:8]([C:25]([O:27][CH3:28])=[O:26])=[C:9]([CH3:24])[C:10]([C:14]3[CH:19]=[CH:18][CH:17]=[C:16]([C:20]([F:22])([F:21])[F:23])[CH:15]=3)=[N:11]2)=[CH:6][C:5]=1[S:32][CH2:30][CH3:31])[CH3:2] |f:1.2|. Reported procedure: To a solution of methyl 7-(ethyloxy)-6-fluoro-3-methyl-2-[3-(trifluoromethyl)phenyl]-4-quinolinecarboxylate (9.35 g, 22.95 mmol) in dimethyl sulfoxide (150 mL) was added sodium ethanethiolate (6.44 g, 68.9 mmol) and the resulting mixture was stirred at room temperature overnight. Iodomethane (7.18 mL, 115 mmol) was added, and the mixture was stirred for 2 h. The mixture was diluted with water and extracted with methylene chloride. The organic extracts were washed with brine, dried over Na2SO4, f...